The task is: describe an organic reaction: reactants, conditions, products, and yield. This data is from the Open Reaction Database (ORD), a public repository of structured organic reaction records. Reactants: N#N, O=[Mn]=O, Cc1cccc(-c2oc(C)nc2C(=O)Nc2cnn(Cc3cnc(C(C)O)o3)n2)c1. The product is CC(=O)c1ncc(Cn2ncc(NC(=O)c3nc(C)oc3-c3cccc(C)c3)n2)o1. Reaction SMILES: [N:1]#[N:2].[O:33]=[Mn:34]=[O:35].[OH:3][CH:4]([CH3:5])[c:6]1[o:7][c:8]([CH2:11][n:12]2[n:13][cH:14][c:15]([NH:17][C:18](=[O:19])[c:20]3[n:21][c:22]([CH3:32])[o:23][c:24]3-[c:25]3[cH:26][c:27]([CH3:31])[cH:28][cH:29][cH:30]3)[n:16]2)[cH:9][n:10]1>>[O:3]=[C:4]([CH3:5])[c:6]1[o:7][c:8]([CH2:11][n:12]2[n:13][cH:14][c:15]([NH:17][C:18](=[O:19])[c:20]3[n:21][c:22]([CH3:32])[o:23][c:24]3-[c:25]3[cH:26][c:27]([CH3:31])[cH:28][cH:29][cH:30]3)[n:16]2)[cH:9][n:10]1. The reactants are [N+](=O)(O)[O-] (nitric acid), ClC1=C(C=CC(=C1)Cl)C(CN1C=NC=C1)CCCC (1-[β-(2,4-dichlorophenyl)hexyl]imidazole), O (water). Solvent: S(O)(O)(=O)=O (sulfuric acid), S(O)(O)(=O)=O (sulfuric acid). Conditions: time 0.5 hour. Yields the product ClC1=C(C=C(C(=C1)Cl)[N+](=O)[O-])C(CN1C=NC=C1)CCCC (1-[β-(2,4-dichloro-5-nitrophenyl)hexyl]imidazole). RXN SMILES: [N+:1]([O-:4])(O)=[O:2].[Cl:5][C:6]1[CH:11]=[C:10]([Cl:12])[CH:9]=[CH:8][C:7]=1[CH:13]([CH2:20][CH2:21][CH2:22][CH3:23])[CH2:14][N:15]1[CH:19]=[CH:18][N:17]=[CH:16]1.O>S(=O)(=O)(O)O>[Cl:5][C:6]1[CH:11]=[C:10]([Cl:12])[C:9]([N+:1]([O-:4])=[O:2])=[CH:8][C:7]=1[CH:13]([CH2:20][CH2:21][CH2:22][CH3:23])[CH2:14][N:15]1[CH:19]=[CH:18][N:17]=[CH:16]1. Procedure: To a solution of 40 ml of nitric acid and 10 ml of sulfuric acid, 14.8g (0.0498 mole) of 1-[β-(2,4-dichlorophenyl)hexyl]imidazole in 30 ml of sulfuric acid is added at less than 5°. The reaction is stirred for 1/2 hour and then it is poured into iced water. The oily solid which separates is isolated by decanting off the dilute acid solution. The residue is washed and then treated with ammonium hydroxide solution. The reactants are N1=C(C=NC=C1)C1=CC=C(C=O)C=C1 (4-Pyrazinylbenzaldehyde), N1(N=CC=C1)C1=CC=C(C=O)C=C1 (4-(1H-pyrazol-1-yl)-benzaldehyde). Product: N1=C(C=NC=C1)C1=CC=C(C=C1)/C=C/C=O ((2E)-3-(4-Pyrazinylphenyl)-2-propenal). Reaction SMILES: [N:1]1[CH:6]=[CH:5][N:4]=[CH:3][C:2]=1[C:7]1[CH:14]=[CH:13][C:10]([CH:11]=O)=[CH:9][CH:8]=1.N1(C2C=C[C:23]([CH:24]=[O:25])=CC=2)C=CC=N1>>[N:1]1[CH:6]=[CH:5][N:4]=[CH:3][C:2]=1[C:7]1[CH:14]=[CH:13][C:10](/[CH:11]=[CH:23]/[CH:24]=[O:25])=[CH:9][CH:8]=1. Procedure: The title compound was prepared by a procedure analogous to Reference Example 30 by substituting 4-pyrazinylbenzaldehyde (prepared as described in Reference Example 17) for the 4-(1H-pyrazol-1-yl)-benzaldehyde of Reference Example 30. MS 211 (M+H)+. Reactants: S1C=NC2=C1C=C(C=C2)N2C(NCC2)=O (1-benzothiazol-6-yl-imidazolidin-2-one), IC=1C=NC=CC1NC(C)=O (N-(3-iodo-pyridin-4-yl)-acetamide), N[C@H]1[C@@H](CCCC1)N (trans-1,2-diamino cyclohexane), P(=O)([O-])([O-])[O-].[K+].[K+].[K+] (potassium phosphate). Reagents/catalysts: [Cu](I)I (copper iodide). Solvent: O1CCOCC1 (1,4-dioxane). Product: S1C=NC2=C1C=C(C=C2)N2C(N(CC2)C=2C=NC=CC2NC(C)=O)=O (N-[3-(3-Benzothiazol-6-yl-2-oxo-imidazolidin-1-yl)-pyridin-4-yl]-acetamide). The yield is 23.3%. Reaction SMILES: [S:1]1[C:5]2[CH:6]=[C:7]([N:10]3[CH2:14][CH2:13][NH:12][C:11]3=[O:15])[CH:8]=[CH:9][C:4]=2[N:3]=[CH:2]1.I[C:17]1[CH:18]=[N:19][CH:20]=[CH:21][C:22]=1[NH:23][C:24](=[O:26])[CH3:25].N[C@@H]1CCCC[C@H]1N.P([O-])([O-])([O-])=O.[K+].[K+].[K+]>[Cu](I)I.O1CCOCC1>[S:1]1[C:5]2[CH:6]=[C:7]([N:10]3[CH2:14][CH2:13][N:12]([C:17]4[CH:18]=[N:19][CH:20]=[CH:21][C:22]=4[NH:23][C:24](=[O:26])[CH3:25])[C:11]3=[O:15])[CH:8]=[CH:9][C:4]=2[N:3]=[CH:2]1 |f:3.4.5.6|. Procedure: Using the same reaction conditions as in Example 14, 1-benzothiazol-6-yl-imidazolidin-2-one (I-84b: 200 mg, 0.912 mmol) was reacted with N-(3-iodo-pyridin-4-yl)-acetamide (262 mg, 1.003 mmol), 1,4-dioxane (10 mL), copper iodide (17.3 mg, 0.09 mmol), trans-1,2-diamino cyclohexane (31.4 mg, 0.273 mmol) and potassium phosphate (581 mg, 2.73 mmol) to afford the crude product. Purification by column chromatography on silica gel (2% MeOH in CHCl3) afforded 75 mg of the product (23.36% yield). Reactants: [N+](=O)([O-])CCC (nitropropane), ClC1=C(C=O)C=CC=C1 (2-chlorobenzaldehyde), [N+](=O)([O-])CC (nitroethane), FC1=C(C=O)C=CC=C1 (2-fluorobenzaldehyde). Yields the product ClC1=C(C=CC=C1)CC(C)=O (1-(2-Chlorophenyl)-2-propanone). Isolated yield 27.0%. Reaction SMILES: [Cl:1][C:2]1[CH:9]=[CH:8][CH:7]=[CH:6][C:3]=1[CH:4]=O.[N+](CC)([O-])=O.FC1C=CC=C[C:17]=1[CH:18]=[O:19].[N+](CCC)([O-])=O>>[Cl:1][C:2]1[CH:9]=[CH:8][CH:7]=[CH:6][C:3]=1[CH2:4][C:18](=[O:19])[CH3:17]. Procedure: Following a procedure similar to that described in Preparation 9, except that equivalent amounts of 2-chlorobenzaldehyde and nitroethane were used in place of the 2-fluorobenzaldehyde and nitropropane, the title compound was obtained as a brown oil in a yield of 27%.